Dataset: the Open Reaction Database (ORD), a public repository of structured organic reaction records. Task: describe an organic reaction: reactants, conditions, products, and yield Starting materials: O=C([O-])O, Cc1ccccc1, Cc1cc(Oc2cc(C(F)(F)F)nn2C)nc(Cl)n1, [Na+], C1COCCO1, O, c1ccc(P(CCCCP(c2ccccc2)c2ccccc2)c2ccccc2)cc1, OB(O)c1ccsc1. Product: Cc1cc(Oc2cc(C(F)(F)F)nn2C)nc(-c2ccsc2)n1. RXN SMILES: [C:58](=[O:59])([O-:60])[OH:61].[CH3:70][c:71]1[cH:72][cH:73][cH:74][cH:75][cH:76]1.[Cl:31][c:32]1[n:33][c:34]([CH3:49])[cH:35][c:36]([O:38][c:39]2[cH:40][c:41]([C:45]([F:46])([F:47])[F:48])[n:42][n:43]2[CH3:44])[n:37]1.[Na+:62].[O:63]1[CH2:64][CH2:65][O:66][CH2:67][CH2:68]1.[OH2:69].[c:1]1([P:2]([c:3]2[cH:4][cH:5][cH:6][cH:7][cH:8]2)[CH2:9][CH2:10][CH2:11][CH2:12][P:13]([c:14]2[cH:15][cH:16][cH:17][cH:18][cH:19]2)[c:20]2[cH:21][cH:22][cH:23][cH:24][cH:25]2)[cH:26][cH:27][cH:28][cH:29][cH:30]1.[s:50]1[cH:51][c:52]([B:55]([OH:56])[OH:57])[cH:53][cH:54]1>>[c:32]1(-[c:52]2[cH:51][s:50][cH:54][cH:53]2)[n:33][c:34]([CH3:49])[cH:35][c:36]([O:38][c:39]2[cH:40][c:41]([C:45]([F:46])([F:47])[F:48])[n:42][n:43]2[CH3:44])[n:37]1. The reactants are C1CCOC1, CCN, CS(=O)c1nc(N)nc(-c2ccco2)c1I. Yields the product CCNc1nc(N)nc(-c2ccco2)c1I. RXN SMILES: [CH2:20]1[O:21][CH2:22][CH2:23][CH2:24]1.[CH3:17][CH2:18][NH2:19].[o:1]1[c:2](-[c:6]2[n:7][c:8]([NH2:16])[n:9][c:10]([S:13]([CH3:14])=[O:15])[c:11]2[I:12])[cH:3][cH:4][cH:5]1>>[o:1]1[c:2](-[c:6]2[n:7][c:8]([NH2:16])[n:9][c:10]([NH:19][CH2:18][CH3:17])[c:11]2[I:12])[cH:3][cH:4][cH:5]1. Starting materials: COC(=O)CCCCCCCCCCCO[C@H]1[C@H](OC(C)=O)[C@@H](OCC2=CC=CC=C2)[C@H](OC(C)=O)[C@H](O1)CO (1-O-(11-methoxycarbonylundecyl)-3-O-benzyl-2,4-di-O-acetyl-βD-glucopyranose), C([O-])(O)=O.[Na+] (sodium bicarbonate), O=O (oxygen). Reagents/catalysts: [Pt] (platinum black). Run in O (water). Reaction conditions: time 2 hour. The product is COC(=O)CCCCCCCCCCCO[C@H]1[C@H](OC(C)=O)[C@@H](OCC2=CC=CC=C2)[C@H](OC(C)=O)[C@H](O1)C(=O)OC (methyl 1-O-(11-methoxycarbonylundecyl)-3-O-benzyl-2,4-di-O-acetyl-β-D-glucopyranosuronate). RXN SMILES: [CH3:1][O:2][C:3]([CH2:5][CH2:6][CH2:7][CH2:8][CH2:9][CH2:10][CH2:11][CH2:12][CH2:13][CH2:14][CH2:15][O:16][C@@H:17]1[O:38][C@H:37]([CH2:39][OH:40])[C@@H:32]([O:33][C:34](=[O:36])[CH3:35])[C@H:23]([O:24][CH2:25][C:26]2[CH:31]=[CH:30][CH:29]=[CH:28][CH:27]=2)[C@H:18]1[O:19][C:20](=[O:22])[CH3:21])=[O:4].O=O.[C:43](=O)(O)[O-:44].[Na+]>O.[Pt]>[CH3:1][O:2][C:3]([CH2:5][CH2:6][CH2:7][CH2:8][CH2:9][CH2:10][CH2:11][CH2:12][CH2:13][CH2:14][CH2:15][O:16][C@@H:17]1[O:38][C@H:37]([C:39]([O:44][CH3:43])=[O:40])[C@@H:32]([O:33][C:34](=[O:36])[CH3:35])[C@H:23]([O:24][CH2:25][C:26]2[CH:31]=[CH:30][CH:29]=[CH:28][CH:27]=2)[C@H:18]1[O:19][C:20](=[O:22])[CH3:21])=[O:4] |f:2.3|. Procedure: A solution of 10 (500 mg)-in 20 mL of water was vigorously stirred with freshly prepared platinum black (200 mg) at 85 C. while oxygen was slowly passed through the suspension. The pH of the reaction was maintained at approximately 8.0 with solid sodium bicarbonate. It took about 2 hours to complete the oxidation. The mixture was cooled after an additional 10 minutes of stirring. After removal of the catalyst by passing the solution through a Nylon-66 0.45 μm pore size filter, the filtrate was l... The reactants are [Li+].CC(C)[N-]C(C)C (LDA), FC1=C(C=C(C(=C1)F)F)NC(C(C)(C)C)=O (N-(2,4,5-trifluorophenyl)pivalamide), O1CCN(CC1)C=1C=NC2=CC=C(C=C2N1)C=O (3-morpholinoquinoxaline-6-carbaldehyde). Solvent: C1CCOC1 (THF), C1CCOC1 (THF). Conditions: temperature -78 celsius, time 1 hour. Yields the product FC1=C(C=C(C(=C1C(C=1C=C2N=C(C=NC2=CC1)N1CCOCC1)O)F)F)NC(C(C)(C)C)=O (N-(2,4,5-trifluoro-3-(hydroxy(3-morpholinoquinoxalin-6-yl)methyl)phenyl)pivalamide). Yield: 54.4%. As a reaction SMILES: [F:1][C:2]1[CH:7]=[C:6]([F:8])[C:5]([F:9])=[CH:4][C:3]=1[NH:10][C:11](=[O:16])[C:12]([CH3:15])([CH3:14])[CH3:13].[Li+].CC([N-]C(C)C)C.[O:25]1[CH2:30][CH2:29][N:28]([C:31]2[CH:32]=[N:33][C:34]3[C:39]([N:40]=2)=[CH:38][C:37]([CH:41]=[O:42])=[CH:36][CH:35]=3)[CH2:27][CH2:26]1>C1COCC1>[F:1][C:2]1[C:7]([CH:41]([OH:42])[C:37]2[CH:38]=[C:39]3[C:34](=[CH:35][CH:36]=2)[N:33]=[CH:32][C:31]([N:28]2[CH2:29][CH2:30][O:25][CH2:26][CH2:27]2)=[N:40]3)=[C:6]([F:8])[C:5]([F:9])=[CH:4][C:3]=1[NH:10][C:11](=[O:16])[C:12]([CH3:13])([CH3:15])[CH3:14] |f:1.2|. Procedure: To a solution of N-(2,4,5-trifluorophenyl)pivalamide (550 mg, 2.4 mmol, 1.2 eq.) in THF (30 mL) cooled at −78° C. was added LDA (4.1 mL, 4.8 mmol, 2.4 eq.) dropwise. The resulting mixture was stirred at −78° C. for 1 h, then a solution of 3-morpholinoquinoxaline-6-carbaldehyde (486 mg, 2.0 mol, 1.0 eq.) in THF (20 mL) was added dropwise. The resulting mixture was stirred at −78° C. for 1 h, then quenched by the addition of NH4Cl solution. The mixture was extracted with EA (20 mL×3) and the combi... Starting materials: N#CN=C1NCCN1, CS(C)=O, [H-], [Na+], CC1(C)Oc2ccc(C#N)cc2C2OC21. Product: CC1(C)Oc2ccc(C#N)cc2C(N2CCNC2=NC#N)C1O. As a reaction SMILES: [C:1](#[N:2])[N:3]=[C:4]1[NH:5][CH2:6][CH2:7][NH:8]1.[CH3:26][S:27](=[O:28])[CH3:29].[H-:9].[Na+:10].[O:11]1[CH:12]2[C:13]([CH3:24])([CH3:25])[O:14][c:15]3[c:16]([cH:18][c:19]([C:22]#[N:23])[cH:20][cH:21]3)[CH:17]12>>[C:1](#[N:2])[N:3]=[C:4]1[N:5]([CH:17]2[CH:12]([OH:11])[C:13]([CH3:24])([CH3:25])[O:14][c:15]3[c:16]2[cH:18][c:19]([C:22]#[N:23])[cH:20][cH:21]3)[CH2:6][CH2:7][NH:8]1. The reactants are COC(CN1C(C=CC2=NC=C(C=C12)F)=O)OC (1-(2,2-dimethoxyethyl)-7-fluoro-1,5-naphthyridin-2(1H)-one), Cl (hydrochloric acid). Solvent: CC(CC)=O (2-butanone). Reaction conditions: temperature 10 celsius. Yields the product O.Cl.FC1=CN=C2C=CC(N(C2=C1)CC=O)=O ((7-fluoro-2-oxo-1,5-naphthyridin-1(2H)-yl)acetaldehyde hydrochloride monohydrate). Reaction SMILES: C[O:2][CH:3](OC)[CH2:4][N:5]1[C:14]2[C:9](=[N:10][CH:11]=[C:12]([F:15])[CH:13]=2)[CH:8]=[CH:7][C:6]1=[O:16].[ClH:19]>CC(=O)CC>[OH2:2].[ClH:19].[F:15][C:12]1[CH:13]=[C:14]2[C:9]([CH:8]=[CH:7][C:6](=[O:16])[N:5]2[CH2:4][CH:3]=[O:2])=[N:10][CH:11]=1 |f:3.4.5|. Procedure: To a suspension of 158 g of 1-(2,2-dimethoxyethyl)-7-fluoro-1,5-naphthyridin-2(1H)-one in 1.26 L of 2-butanone, 79 mL of 12 mol/L hydrochloric acid was added at room temperature, and the mixture was refluxed for 3 hours. After cooling the reaction mixture to 10° C., the solid product was obtained by filtration and washed with 2-butanone to give 152 g of (7-fluoro-2-oxo-1,5-naphthyridin-1(2H)-yl)acetaldehyde hydrochloride monohydrate as a light yellow solid.